Dataset: the Open Reaction Database (ORD), a public repository of structured organic reaction records. Task: describe an organic reaction: reactants, conditions, products, and yield Starting materials: CCC=CC(=O)OC, C1CNCCN1. Product: CCC(CC(=O)OC)N1CCNCC1. RXN SMILES: [C:1]([CH:2]=[CH:3][CH2:4][CH3:5])(=[O:6])[O:7][CH3:8].[CH2:9]1[CH2:10][NH:11][CH2:12][CH2:13][NH:14]1>>[C:1]([CH2:2][CH:3]([CH2:4][CH3:5])[N:11]1[CH2:10][CH2:9][NH:14][CH2:13][CH2:12]1)(=[O:6])[O:7][CH3:8]. Starting materials: O=C(NCCCOC1=CC=C(C(=O)C2=CC=C(C=C2)NCCOCCOCCOCCOCCC(=O)O)C=C1)CCOCCOCCOCCOCCNC(CCCCC1SCC2NC(NC21)=O)=O (1-((4-(4-((5,21-dioxo-25-(2-oxohexahydro-1H-thieno[3,4-d]imidazol-4-yl)-8,11,14,17-tetraoxa-4,20-diazapentacosyl)oxy)benzoyl)phenyl)amino)-3,6,9,12-tetraoxapentadecan-15-oic acid), ON1C(CCC1=O)=O (N-hydroxysuccinimide), C(CCl)Cl (EDC). Run in C(Cl)Cl (DCM). Yields the product O=C(NCCCOC1=CC=C(C(=O)C2=CC=C(C=C2)NCCOCCOCCOCCOCCC(=O)ON2C(CCC2=O)=O)C=C1)CCOCCOCCOCCOCCNC(CCCCC1SCC2NC(NC21)=O)=O (2,5-dioxopyrrolidin-1-yl 1-((4-(4-((5,21-dioxo-25-(2-oxohexahydro-1H-thieno[3,4-d]imidazol-4-yl)-8,11,14,17-tetraoxa-4,20-diazapentacosyl)oxy)benzoyl)phenyl)amino)-3,6,9,12-tetraoxapentadecan-15-oate). As a reaction SMILES: [O:1]=[C:2]([CH2:40][CH2:41][O:42][CH2:43][CH2:44][O:45][CH2:46][CH2:47][O:48][CH2:49][CH2:50][O:51][CH2:52][CH2:53][NH:54][C:55](=[O:69])[CH2:56][CH2:57][CH2:58][CH2:59][CH:60]1[CH:67]2[CH:63]([NH:64][C:65](=[O:68])[NH:66]2)[CH2:62][S:61]1)[NH:3][CH2:4][CH2:5][CH2:6][O:7][C:8]1[CH:39]=[CH:38][C:11]([C:12]([C:14]2[CH:19]=[CH:18][C:17]([NH:20][CH2:21][CH2:22][O:23][CH2:24][CH2:25][O:26][CH2:27][CH2:28][O:29][CH2:30][CH2:31][O:32][CH2:33][CH2:34][C:35]([OH:37])=[O:36])=[CH:16][CH:15]=2)=[O:13])=[CH:10][CH:9]=1.O[N:71]1[C:75](=[O:76])[CH2:74][CH2:73][C:72]1=[O:77].C(Cl)CCl>C(Cl)Cl>[O:1]=[C:2]([CH2:40][CH2:41][O:42][CH2:43][CH2:44][O:45][CH2:46][CH2:47][O:48][CH2:49][CH2:50][O:51][CH2:52][CH2:53][NH:54][C:55](=[O:69])[CH2:56][CH2:57][CH2:58][CH2:59][CH:60]1[CH:67]2[CH:63]([NH:64][C:65](=[O:68])[NH:66]2)[CH2:62][S:61]1)[NH:3][CH2:4][CH2:5][CH2:6][O:7][C:8]1[CH:39]=[CH:38][C:11]([C:12]([C:14]2[CH:19]=[CH:18][C:17]([NH:20][CH2:21][CH2:22][O:23][CH2:24][CH2:25][O:26][CH2:27][CH2:28][O:29][CH2:30][CH2:31][O:32][CH2:33][CH2:34][C:35]([O:37][N:71]3[C:75](=[O:76])[CH2:74][CH2:73][C:72]3=[O:77])=[O:36])=[CH:16][CH:15]=2)=[O:13])=[CH:10][CH:9]=1. Procedure: To a solution of crude 1-((4-(4-((5,21-dioxo-25-(2-oxohexahydro-1H-thieno[3,4-d]imidazol-4-yl)-8,11,14,17-tetraoxa-4,20-diazapentacosyl)oxy)benzoyl)phenyl)amino)-3,6,9,12-tetraoxapentadecan-15-oic acid (1.85 g, 1.89 mmol) in anhydrous DCM (43.0 ml) was added N-hydroxysuccinimide (239 mg, 2.08 mmol) followed by EDC (471 mg, 2.46 mmol). The reaction was stirred at r.t. for 4 hs. Upon completion, reaction was concentrated under reduced pressure and purified by silica gel chromatography (DCM to DCM:... Reactants: O=C([O-])[O-], CC(C)O, CS(C)=O, [Cs+], [Cs+], FC(F)(F)c1c(-c2ccccc2)noc1-c1nc(-c2ccc(C3CO3)cc2)no1, O=C(O)C1CNCC(O)C1. The product is O=C(O)C1CC(O)CN(CC(O)c2ccc(-c3noc(-c4onc(-c5ccccc5)c4C(F)(F)F)n3)cc2)C1. As a reaction SMILES: [C:40](=[O:41])([O-:42])[O-:43].[CH3:46][CH:47]([OH:48])[CH3:49].[CH3:50][S:51]([CH3:52])=[O:53].[Cs+:44].[Cs+:45].[O:1]1[CH:2]([c:4]2[cH:5][cH:6][c:7](-[c:10]3[n:11][o:12][c:13](-[c:15]4[c:16]([C:26]([F:27])([F:28])[F:29])[c:17](-[c:20]5[cH:21][cH:22][cH:23][cH:24][cH:25]5)[n:18][o:19]4)[n:14]3)[cH:8][cH:9]2)[CH2:3]1.[OH:30][CH:31]1[CH2:32][CH:33]([C:37](=[O:38])[OH:39])[CH2:34][NH:35][CH2:36]1>>[OH:1][CH:2]([CH2:3][N:35]1[CH2:34][CH:33]([C:37](=[O:38])[OH:39])[CH2:32][CH:31]([OH:30])[CH2:36]1)[c:4]1[cH:5][cH:6][c:7](-[c:10]2[n:11][o:12][c:13](-[c:15]3[c:16]([C:26]([F:27])([F:28])[F:29])[c:17](-[c:20]4[cH:21][cH:22][cH:23][cH:24][cH:25]4)[n:18][o:19]3)[n:14]2)[cH:8][cH:9]1. Reactants: [OH-].[Na+] (Sodium hydroxide), C(C)(=O)OC(C(CCCCCCCCCCCCCCCCCCCCCC)N[C@@H](CO)[C@H](O)[C@H](O)CCCCCCCCCCCCCC)=O (N-(α-acetoxy-tetracosanoyl) phytosphingosine), [OH-].[Na+] (sodium hydroxide). Solvent: C(C)O (ethanol). Run at time 1.5 hour. Yields the product OC(C(CCCCCCCCCCCCCCCCCCCCCC)N[C@@H](CO)[C@H](O)[C@H](O)CCCCCCCCCCCCCC)=O (N-(α-hydroxy-tetracosanoyl) phytosphingosine). As a reaction SMILES: [OH-].[Na+].C([O:6][C:7](=[O:53])[CH:8]([NH:31][C@H:32]([C@@H:35]([C@@H:37]([CH2:39][CH2:40][CH2:41][CH2:42][CH2:43][CH2:44][CH2:45][CH2:46][CH2:47][CH2:48][CH2:49][CH2:50][CH2:51][CH3:52])[OH:38])[OH:36])[CH2:33][OH:34])[CH2:9][CH2:10][CH2:11][CH2:12][CH2:13][CH2:14][CH2:15][CH2:16][CH2:17][CH2:18][CH2:19][CH2:20][CH2:21][CH2:22][CH2:23][CH2:24][CH2:25][CH2:26][CH2:27][CH2:28][CH2:29][CH3:30])(=O)C>C(O)C>[OH:53][C:7](=[O:6])[CH:8]([NH:31][C@H:32]([C@@H:35]([C@@H:37]([CH2:39][CH2:40][CH2:41][CH2:42][CH2:43][CH2:44][CH2:45][CH2:46][CH2:47][CH2:48][CH2:49][CH2:50][CH2:51][CH3:52])[OH:38])[OH:36])[CH2:33][OH:34])[CH2:9][CH2:10][CH2:11][CH2:12][CH2:13][CH2:14][CH2:15][CH2:16][CH2:17][CH2:18][CH2:19][CH2:20][CH2:21][CH2:22][CH2:23][CH2:24][CH2:25][CH2:26][CH2:27][CH2:28][CH2:29][CH3:30] |f:0.1|. Procedure: Sodium hydroxide (0.08 ml, 6.18M) is added to a stirred solution of 58 mg of N-(α-acetoxy-tetracosanoyl) phytosphingosine in 3 ml of 96% ethanol. After 1.5 hours, additional 6.18M sodium hydroxide (0.05 ml) is added and stirring is continued for 0.5 hour. Starting materials: Brc1cccc2[nH]ccc12, CCCC[N+](CCCC)(CCCC)CCCC, Cl, [Na+], [OH-], O=S(=O)([O-])O, O=S(=O)(Cl)c1cccnc1. The product is O=S(=O)(c1cccnc1)n1ccc2c(Br)cccc21. As a reaction SMILES: [Br:14][c:15]1[c:16]2[cH:17][cH:18][nH:19][c:20]2[cH:21][cH:22][cH:23]1.[CH2:29]([N+:30]([CH2:31][CH2:32][CH2:33][CH3:34])([CH2:35][CH2:36][CH2:37][CH3:38])[CH2:39][CH2:40][CH2:41][CH3:42])[CH2:43][CH2:44][CH3:45].[ClH:3].[Na+:2].[OH-:1].[S:24]([O-:25])([OH:26])(=[O:27])=[O:28].[n:4]1[cH:5][c:6]([S:10](=[O:11])(=[O:12])[Cl:13])[cH:7][cH:8][cH:9]1>>[n:4]1[cH:5][c:6]([S:10](=[O:11])(=[O:12])[n:19]2[cH:18][cH:17][c:16]3[c:15]([Br:14])[cH:23][cH:22][cH:21][c:20]32)[cH:7][cH:8][cH:9]1.